Dataset: the Open Reaction Database (ORD), a public repository of structured organic reaction records. Task: describe an organic reaction: reactants, conditions, products, and yield The product is C[C@@H](C(=O)O)CS(=O)(=O)C (2(S)-methyl-3-(methylsulfonyl)propionic acid). Run at time 19 hour. Reactants: C(C)(C)(C)OC([C@@H](CS(=O)(=O)C)C)=O (2(S)-methyl-3-(methylsulfonyl)propionic acid t-butyl ester), Cl (hydrochlorid). Solvent: O1CCOCC1 (dioxane). Procedure: To 2.68 g of 2(S)-methyl-3-(methylsulfonyl)propionic acid t-butyl ester was added 20 mL of 4N hydrochlorid acid/dioxane and the mixture stirred at room temperature for 19 hours. The solvent was removed under reduced pressure to afford 2.18 g of crude product, which was recrystallized from ethyl acetate/hexane to yield 1.44g of 2(S)-methyl-3-(methylsulfonyl)propionic acid as white crystals, mp 81°-83° C. Isolated yield 71.9%. RXN SMILES: C([O:5][C:6](=[O:14])[C@H:7]([CH3:13])[CH2:8][S:9]([CH3:12])(=[O:11])=[O:10])(C)(C)C.Cl>O1CCOCC1>[CH3:13][C@H:7]([CH2:8][S:9]([CH3:12])(=[O:11])=[O:10])[C:6]([OH:14])=[O:5].